Dataset: the Open Reaction Database (ORD), a public repository of structured organic reaction records. Task: describe an organic reaction: reactants, conditions, products, and yield Reactants: ClS(=O)(=O)C1=CC=C(C(=O)OC)C=C1 (methyl 4-(chlorosulfonyl)benzoate), CN1C=CC=2C1=NC=C(C2)CN ((1-Methyl-1H-pyrrolo[2,3-b]pyridin-5-yl)methanamine). Reported procedure: The titled compound was prepared according to the procedure described in step-1 of Example 1 from methyl 4-(chlorosulfonyl)benzoate and (1-methyl-1H-pyrrolo[2,3-b]pyridin-5-yl)methanamine (step-1 of Example 35). The product is CN1C=CC=2C1=NC=C(C2)CNS(=O)(=O)C2=CC=C(C(=O)OC)C=C2 (Methyl 4-(N-((1-methyl-1H-pyrrolo[2,3-b]pyridin-5-yl)methyl)sulfamoyl)benzoate). As a reaction SMILES: Cl[S:2]([C:5]1[CH:14]=[CH:13][C:8]([C:9]([O:11][CH3:12])=[O:10])=[CH:7][CH:6]=1)(=[O:4])=[O:3].[CH3:15][N:16]1[C:20]2=[N:21][CH:22]=[C:23]([CH2:25][NH2:26])[CH:24]=[C:19]2[CH:18]=[CH:17]1>>[CH3:15][N:16]1[C:20]2=[N:21][CH:22]=[C:23]([CH2:25][NH:26][S:2]([C:5]3[CH:14]=[CH:13][C:8]([C:9]([O:11][CH3:12])=[O:10])=[CH:7][CH:6]=3)(=[O:4])=[O:3])[CH:24]=[C:19]2[CH:18]=[CH:17]1.